This data is from the Open Reaction Database (ORD), a public repository of structured organic reaction records. The task is: describe an organic reaction: reactants, conditions, products, and yield Solvent: C1CCOC1 (THF), O (water), CO (MeOH), CO (MeOH). Product: N (ammonia), FC1=C(C(=O)O)C=CC(=C1)S(=O)(=O)NC=1SC=CN1 (2-Fluoro-4-[(1,3-thiazol-2-ylamino)sulfonyl]benzoic acid). As a reaction SMILES: COC1C=C(OC)C=CC=1C[N:6]([C:21]1[S:22][CH:23]=[CH:24][N:25]=1)[S:7]([C:10]1[CH:19]=[CH:18][C:13]([C:14]([O:16]C)=[O:15])=[C:12]([F:20])[CH:11]=1)(=[O:9])=[O:8].[OH-].[Na+].Cl>C1COCC1.CO.O>[NH3:6].[F:20][C:12]1[CH:11]=[C:10]([S:7]([NH:6][C:21]2[S:22][CH:23]=[CH:24][N:25]=2)(=[O:8])=[O:9])[CH:19]=[CH:18][C:13]=1[C:14]([OH:16])=[O:15] |f:1.2|. Yield: 22.2%. Reported procedure: A mixture of methyl 4-{[(2,4-dimethoxybenzyl)(1,3-thiazol-2-yl)amino]sulfonyl}-2-fluorobenzoate (Preparation 14, 10 g, 21 mmol, 1 eq) and sodium hydroxide 4.3 g, 0.107 mol, 5 eq) in THF: MeOH: water (25 ml:2 ml:75 ml) was heated at 50° C. for 4 hours. The reaction mixture was acidified to pH 2.0 with 2M HCl and the resulting precipitate collected by filtration. The crude material was purified by column chromatography eluting with 90:10:1 DCM: MeOH: ammonia to yield the title compound as a yellow... Reactants: COC1=C(CN(S(=O)(=O)C2=CC(=C(C(=O)OC)C=C2)F)C=2SC=CN2)C=CC(=C1)OC (methyl 4-{[(2,4-dimethoxybenzyl)(1,3-thiazol-2-yl)amino]sulfonyl}-2-fluorobenzoate), [OH-].[Na+] (sodium hydroxide), Cl (HCl).